This data is from the Open Reaction Database (ORD), a public repository of structured organic reaction records. The task is: describe an organic reaction: reactants, conditions, products, and yield Starting materials: C1CCOC1, CN, CS(=O)(=O)OCCOc1cc(F)cc(F)c1. Product: CNCCOc1cc(F)cc(F)c1. As a reaction SMILES: [CH2:19]1[O:20][CH2:21][CH2:22][CH2:23]1.[CH3:17][NH2:18].[F:1][c:2]1[cH:3][c:4]([O:5][CH2:6][CH2:7][O:8][S:9]([CH3:10])(=[O:11])=[O:12])[cH:13][c:14]([F:16])[cH:15]1>>[F:1][c:2]1[cH:3][c:4]([O:5][CH2:6][CH2:7][NH:18][CH3:17])[cH:13][c:14]([F:16])[cH:15]1.